The task is: describe an organic reaction: reactants, conditions, products, and yield. This data is from the Open Reaction Database (ORD), a public repository of structured organic reaction records. As a reaction SMILES: [Br:1][CH2:2][CH2:3][CH2:4][CH2:5][CH2:6][CH2:7][CH2:8][c:9]1[o:10][c:11](-[c:20]2[cH:21][cH:22][cH:23][cH:24][cH:25]2)[c:12](-[c:14]2[cH:15][cH:16][cH:17][cH:18][cH:19]2)[n:13]1.[CH3:30][S:31]([CH3:32])=[O:33].[Na:26][C:27]#[N:28].[OH2:29]>>[CH2:2]([CH2:3][CH2:4][CH2:5][CH2:6][CH2:7][CH2:8][c:9]1[o:10][c:11](-[c:20]2[cH:21][cH:22][cH:23][cH:24][cH:25]2)[c:12](-[c:14]2[cH:15][cH:16][cH:17][cH:18][cH:19]2)[n:13]1)[C:27]#[N:28]. The reactants are BrCCCCCCCc1nc(-c2ccccc2)c(-c2ccccc2)o1, CS(C)=O, N#C[Na], O. Product: N#CCCCCCCCc1nc(-c2ccccc2)c(-c2ccccc2)o1. Reactants: C1(=CC=CC=C1)N1N=CC(=C1)CO ((1-Phenyl-1H-pyrazol-4-yl)methanol), S(=O)(Cl)Cl (thionyl chloride), C(O)([O-])=O.[Na+] (sodium hydrogen carbonate). Solvent: ClCCl (dichloromethane). Reaction conditions: temperature 0 celsius, time 2 hour. The product is ClCC=1C=NN(C1)C1=CC=CC=C1 (4-(chloromethyl)-1-phenyl-1H-pyrazole). Isolated yield 106.2%. RXN SMILES: [C:1]1([N:7]2[CH:11]=[C:10]([CH2:12]O)[CH:9]=[N:8]2)[CH:6]=[CH:5][CH:4]=[CH:3][CH:2]=1.S(Cl)([Cl:16])=O.C(=O)([O-])O.[Na+]>ClCCl>[Cl:16][CH2:12][C:10]1[CH:9]=[N:8][N:7]([C:1]2[CH:6]=[CH:5][CH:4]=[CH:3][CH:2]=2)[CH:11]=1 |f:2.3|. Procedure details: (1-Phenyl-1H-pyrazol-4-yl)methanol (6.3 g) synthesized in Reference Example 17 was dissolved in dichloromethane (100 mL) and, after ice-cooling, thionyl chloride (5.59 g) was added thereto, and the mixture was stirred at 0° C. for 2 hr. Saturated aqueous sodium hydrogen carbonate solution was added to the reaction mixture, and the mixture was extracted with dichloromethane. The organic layer was washed with saturated brine and dried over anhydrous sodium sulfate. The solvent was evaporated under... Reactants: C(=CC)C1=C(C=CC=C1)O (propenyl phenol), BrCCCBr (1,3-dibromo-propane). Product: C(=CC)C1=C(OCCCOC2=C(C=CC=C2)C=CC)C=CC=C1 (1,3-bis(ortho-propenylphenoxy)propane), solid. Isolated yield 50.0%. RXN SMILES: [CH:1]([C:4]1[CH:9]=[CH:8][CH:7]=[CH:6][C:5]=1[OH:10])=[CH:2][CH3:3].Br[CH2:12][CH2:13][CH2:14]Br>>[CH:1]([C:4]1[CH:9]=[CH:8][CH:7]=[CH:6][C:5]=1[O:10][CH2:12][CH2:13][CH2:14][O:10][C:5]1[CH:6]=[CH:7][CH:8]=[CH:9][C:4]=1[CH:1]=[CH:2][CH3:3])=[CH:2][CH3:3]. Procedure: 1,3-bis(ortho-propenylphenoxy)propane is prepared in a procedure similar to Example I, except that 537 grams (4.0 moles) of propenyl phenol is employed along with 403 grams (1.98 moles) of 1,3-dibromo-propane to produce a reaction mixture extracted with methylene chloride and dried over magnesium sulfate, then vacuum distilled to give 311 grams (50% yield) of a solid with melting point 45°-48° C. Reactants: Cl (HCl), O1CCN(CC1)C=1C=2N(C(=CN1)C=1C=CC(=NC1)C#N)C=C(N2)COC2=NC1=CC=CC=C1C=C2 (5-(8-Morpholino-2-((quinolin-2-yloxy)methyl)imidazo[1,2-a]pyrazin-5-yl)picolinonitrile), [OH-].[Na+] (NaOH), OO (hydrogen peroxide). Solvent: CCO (EtOH), CS(=O)C (DMSO). Run at temperature 60 celsius. Yields the product O1CCN(CC1)C=1C=2N(C(=CN1)C=1C=CC(=NC1)C(=O)N)C=C(N2)COC2=NC1=CC=CC=C1C=C2 (5-(8-Morpholino-2-((quinolin-2-yloxy)methyl)imidazo[1,2-a]pyrazin-5-yl)picolinamide). Reaction SMILES: [O:1]1[CH2:6][CH2:5][N:4]([C:7]2[C:8]3[N:9]([CH:21]=[C:22]([CH2:24][O:25][C:26]4[CH:35]=[CH:34][C:33]5[C:28](=[CH:29][CH:30]=[CH:31][CH:32]=5)[N:27]=4)[N:23]=3)[C:10]([C:13]3[CH:14]=[CH:15][C:16]([C:19]#[N:20])=[N:17][CH:18]=3)=[CH:11][N:12]=2)[CH2:3][CH2:2]1.[OH-:36].[Na+].OO.Cl>CCO.CS(C)=O>[O:1]1[CH2:6][CH2:5][N:4]([C:7]2[C:8]3[N:9]([CH:21]=[C:22]([CH2:24][O:25][C:26]4[CH:35]=[CH:34][C:33]5[C:28](=[CH:29][CH:30]=[CH:31][CH:32]=5)[N:27]=4)[N:23]=3)[C:10]([C:13]3[CH:14]=[CH:15][C:16]([C:19]([NH2:20])=[O:36])=[N:17][CH:18]=3)=[CH:11][N:12]=2)[CH2:3][CH2:2]1 |f:1.2|. Reported procedure: To a solution of compound 54a (60 mg, 0.13 mmol) in EtOH (4 mL) and DMSO (1 mL) was added a 3N aqueous NaOH (0.06 mL, 0.18 mmol) and 30% hydrogen peroxide (0.3 mL). The reaction mixture was refluxed at 60° C. for 12 h. The reaction mixture was allowed to cool to rt and acidified with 2N HCl to pH˜2 and extracted with DCM (2×30 mL). The combined DCM layers were dried over Na2SO4, filtered, and concentrated under reduced pressure. The residue obtained was purified by flash column chromatography on... Reactants: BrCC(=O)Br (bromoacetyl bromide), N1CCCC2=CC=CC=C12 (1,2,3,4-tetrahydroquinoline). Run in C1=CC=CC=C1 (benzene), C1=CC=CC=C1 (benzene). Run at time 18 hour. The product is BrCC(=O)N1CCCC2=CC=CC=C12 (1-(bromoacetyl)-1,2,3,4-tetrahydroquinoline). As a reaction SMILES: [Br:1][CH2:2][C:3](Br)=[O:4].[NH:6]1[C:15]2[C:10](=[CH:11][CH:12]=[CH:13][CH:14]=2)[CH2:9][CH2:8][CH2:7]1>C1C=CC=CC=1>[Br:1][CH2:2][C:3]([N:6]1[C:15]2[C:10](=[CH:11][CH:12]=[CH:13][CH:14]=2)[CH2:9][CH2:8][CH2:7]1)=[O:4]. Procedure: To a stirred solution of 20.2 g. of bromoacetyl bromide in 150 ml. of benzene is added dropwise over 30 minutes, 26.6 g. of 1,2,3,4-tetrahydroquinoline dissolved in 35 ml. of benzene. The reaction mixture is then stirred at room temperature for 18 hours, after which time the precipitate is filtered off. The resultant filtrate is washed successively with 1N HCL solution and with a saturated sodium chloride solution, dried, and the solvent removed under reduced pressure to yield 1-(bromoacetyl)-1,...